This data is from the Open Reaction Database (ORD), a public repository of structured organic reaction records. The task is: describe an organic reaction: reactants, conditions, products, and yield The reactants are ( 4 ), C(C)(=O)O[C@H]1[C@@H](O[C@@H]([C@H]([C@@H]1OC(C)=O)OC(C)=O)COC(C)=O)C1=CC(=C(C2=CC=CC=C12)OC)CC=1SC(=CC1)Br (1-(2,3,4,6-tetra-O-acetyl-β-D-glucopyranosyl)-3-(5-bromo-2-thienylmethyl)-4-methoxynaphthalene), C1(=CC=CC=C1)B(O)O (phenylboronic acid). Yields the product [C@@H]1([C@H](O)[C@@H](O)[C@H](O)[C@H](O1)CO)C1=CC(=C(C2=CC=CC=C12)OC)CC=1SC(=CC1)C1=CC=CC=C1 (1-(β-D-glucopyranosyl)-3-(5-phenyl-2-thienylmethyl)-4-methoxynaphthalene). Reaction SMILES: C([O:4][C@@H:5]1[C@@H:10]([O:11]C(=O)C)[C@H:9]([O:15]C(=O)C)[C@@H:8]([CH2:19][O:20]C(=O)C)[O:7][C@H:6]1[C:24]1[C:33]2[C:28](=[CH:29][CH:30]=[CH:31][CH:32]=2)[C:27]([O:34][CH3:35])=[C:26]([CH2:36][C:37]2[S:38][C:39](Br)=[CH:40][CH:41]=2)[CH:25]=1)(=O)C.[C:43]1(B(O)O)[CH:48]=[CH:47][CH:46]=[CH:45][CH:44]=1>>[C@@H:6]1([C:24]2[C:33]3[C:28](=[CH:29][CH:30]=[CH:31][CH:32]=3)[C:27]([O:34][CH3:35])=[C:26]([CH2:36][C:37]3[S:38][C:39]([C:43]4[CH:48]=[CH:47][CH:46]=[CH:45][CH:44]=4)=[CH:40][CH:41]=3)[CH:25]=2)[O:7][C@H:8]([CH2:19][OH:20])[C@@H:9]([OH:15])[C@H:10]([OH:11])[C@H:5]1[OH:4]. Procedure: 1-(β-D-Glucopyranosyl)-3-(5-chloro-2-thienyl methyl)-4-methoxynaphthalene obtained in Example 250 was treated in a manner similar to Example 106-(1) to give 1-(2,3,4,6-tetra-O-acetyl-β-D-glucopyranosyl)-3-(5-chloro-2-thienylmethyl)-4-methoxynaphthalene. APCI-Mass m/Z 636/638 (M+NH4). (2) The above 1-(2,3,4,6-tetra-O-acetyl-β-D-glucopyranosyl)-3-(5-chloro-2-thienylmethyl)-4-methoxynaphthalene was treated in a manner similar to Example 158-(1) to give 1-(2,3,4,6-tetra-O-acetyl-β-D-glucopyranosyl)-... Starting materials: [H-].[H-].[H-].[H-].[Li+].[Al+3] (LAH), FC1=CC=C(C=C1)C1=C(N=C(N1)\C=C\C1=CC(=C(C=C1)N1C=NC(=C1)C)OC)C(=O)OC (methyl 5-(4-fluorophenyl)-2-{(E)-2-[3-methoxy-4-(4-methyl-1H-imidazol-1-yl)phenyl]vinyl}-1H-imidazole-4-carboxylate), C(C)(=O)OCC (Ethyl acetate). The solvent is C1CCOC1 (THF), [Cl-].[Na+].O (brine). Run at time 1.5 hour. The product is FC1=CC=C(C=C1)C1=C(N=C(N1)\C=C\C1=CC(=C(C=C1)N1C=NC(=C1)C)OC)CO (5-(4-fluorophenyl)-2-{(E)-2-[3-methoxy-4-(4-methyl-1H-imidazol-1-yl)phenyl]vinyl}-(1H-imidazol-4-yl)methanol). The yield is 77.0%. Reaction SMILES: [H-].[H-].[H-].[H-].[Li+].[Al+3].[F:7][C:8]1[CH:13]=[CH:12][C:11]([C:14]2[NH:18][C:17](/[CH:19]=[CH:20]/[C:21]3[CH:26]=[CH:25][C:24]([N:27]4[CH:31]=[C:30]([CH3:32])[N:29]=[CH:28]4)=[C:23]([O:33][CH3:34])[CH:22]=3)=[N:16][C:15]=2[C:35](OC)=[O:36])=[CH:10][CH:9]=1.C(OCC)(=O)C>C1COCC1.[Cl-].[Na+].O>[F:7][C:8]1[CH:9]=[CH:10][C:11]([C:14]2[NH:18][C:17](/[CH:19]=[CH:20]/[C:21]3[CH:26]=[CH:25][C:24]([N:27]4[CH:31]=[C:30]([CH3:32])[N:29]=[CH:28]4)=[C:23]([O:33][CH3:34])[CH:22]=3)=[N:16][C:15]=2[CH2:35][OH:36])=[CH:12][CH:13]=1 |f:0.1.2.3.4.5,9.10.11|. Procedure: LAH (18 mg) was added to a solution of methyl 5-(4-fluorophenyl)-2-{(E)-2-[3-methoxy-4-(4-methyl-1H-imidazol-1-yl)phenyl]vinyl}-1H-imidazole-4-carboxylate (50 mg) in THF (5 mL), and the reaction solution was stirred at room temperature for 1.5 hours. Ethyl acetate and brine were added to the reaction solution, and the organic layer was separated. The resulting organic layer was dried over anhydrous magnesium sulfate and then concentrated under reduced pressure. The residue was purified by silica... Starting materials: COC1=C(C=CC=C1)C1CCNCC1 (4-(2-methoxyphenyl)piperidine), Br (hydrobromic acid), Br (hydrogenbromide), solution. Solvent: C(C)(=O)O (acetic acid). The product is Br.OC1=C(C=CC=C1)C1CCNCC1 (4-(2-hydroxyphenyl)piperidine hydrobromide). Reaction SMILES: C[O:2][C:3]1[CH:8]=[CH:7][CH:6]=[CH:5][C:4]=1[CH:9]1[CH2:14][CH2:13][NH:12][CH2:11][CH2:10]1.[BrH:15]>C(O)(=O)C>[BrH:15].[OH:2][C:3]1[CH:8]=[CH:7][CH:6]=[CH:5][C:4]=1[CH:9]1[CH2:10][CH2:11][NH:12][CH2:13][CH2:14]1 |f:3.4|. Reported procedure: 2-Methoxybenzaldehyde (200 g) and ethyl acetoacetate (400 g) were mixed and cooled to 5° C. Piperidine (25 ml) was added and the mixture was stirred overnight at room temperature. The next day potassium tert-butoxide (25 g) was added. After 1.5 hours the mixture totally solidified and was left for 2 days. Ethanol (2000 ml) was added and the pricipitate was filtered off, washed with ethanol and finally dried in vacuo. Yield: 326 g. All of the thus obtained solid product (325 g) was added in small... Reactants: C(C)(C)C1=NC(=C(C(=C1CO)C1=C(C=C(C=C1)Cl)Cl)C=CCCC)C(C)C (2,6-Diisopropyl-3-hydroxymethyl-4-(2,4-dichlorophenyl)-5-(pent-1-enyl)pyridine). Run in C(C)(=O)OCC.CCCCCC (ethyl acetate n-hexane). Yields the product C(C)(C)C1=NC(=C(C(=C1CO)C1=C(C=C(C=C1)Cl)Cl)CCCCC)C(C)C (2,6-Diisopropyl-3-hydroxymethyl-4-(2,4-dichlorophenyl)-5-pentylpyridine). RXN SMILES: [CH:1]([C:4]1[C:9]([CH2:10][OH:11])=[C:8]([C:12]2[CH:17]=[CH:16][C:15]([Cl:18])=[CH:14][C:13]=2[Cl:19])[C:7]([CH:20]=[CH:21][CH2:22][CH2:23][CH3:24])=[C:6]([CH:25]([CH3:27])[CH3:26])[N:5]=1)([CH3:3])[CH3:2]>C(OCC)(=O)C.CCCCCC>[CH:1]([C:4]1[C:9]([CH2:10][OH:11])=[C:8]([C:12]2[CH:17]=[CH:16][C:15]([Cl:18])=[CH:14][C:13]=2[Cl:19])[C:7]([CH2:20][CH2:21][CH2:22][CH2:23][CH3:24])=[C:6]([CH:25]([CH3:26])[CH3:27])[N:5]=1)([CH3:3])[CH3:2] |f:1.2|. Procedure details: The title compound was prepared from 2,6-diisopropyl-3-hydroxymethyl-4-(2,4-dichlorophenyl)-5-(pent-1-enyl)pyridine (Example 147) by the procedure described in Example 126. 1H NMR (300 MHz, CDCl3): δ 0.80 (t, J=7.0 Hz, 3 H), 1.12-1.48 (m, 18 H), 2.12 (m, 1 H), 2.35 (m, 1 H), 3.26 (m, 1 H) 3.45 (m, 1 H), 4.31 (AB, J=12.0 Hz, 2 H), 7.16 (d, J=8.0 Hz, 1 H), 7.36 (dd, J=8.0, 2.0 Hz, 1 H), 7.54 (d, J=2.0, 1 H). Rf0.38 (10% ethyl acetate/n-hexane). Reactants: C(C)OC(C(CC1=CC=C(C=C1)C=CCC1N(C(N(C1)CC1=CC=C(C=C1)C(F)(F)F)=O)C)(OC1=CC=CC=C1)C)=O (2-methyl-3-(4-{3-[3-methyl-2-oxo-1-(4-trifluoromethyl-benzyl)-imidazolidin-4-yl]-propenyl}-phenyl)-2-phenoxy-propionic acid ethyl ester). The reagents and catalysts are [Pd] (Pd/C). Solvent: CCOC(=O)C (EtOAc). Conditions: time 2 hour. Yields the product C(C)OC(C(CC1=CC=C(C=C1)CCCC1N(C(N(C1)CC1=CC=C(C=C1)C(F)(F)F)=O)C)(OC1=CC=CC=C1)C)=O (2-methyl-3-(4-{3-[3-methyl-2-oxo-1-(4-trifluoromethyl-benzyl)-imidazolidin-4-yl]-propyl}-phenyl)-2-phenoxy-propionic acid ethyl ester). The yield is 99.5%. Reaction SMILES: [CH2:1]([O:3][C:4](=[O:42])[C:5]([CH3:41])([O:34][C:35]1[CH:40]=[CH:39][CH:38]=[CH:37][CH:36]=1)[CH2:6][C:7]1[CH:12]=[CH:11][C:10]([CH:13]=[CH:14][CH2:15][CH:16]2[CH2:20][N:19]([CH2:21][C:22]3[CH:27]=[CH:26][C:25]([C:28]([F:31])([F:30])[F:29])=[CH:24][CH:23]=3)[C:18](=[O:32])[N:17]2[CH3:33])=[CH:9][CH:8]=1)[CH3:2]>CCOC(C)=O.[Pd]>[CH2:1]([O:3][C:4](=[O:42])[C:5]([CH3:41])([O:34][C:35]1[CH:40]=[CH:39][CH:38]=[CH:37][CH:36]=1)[CH2:6][C:7]1[CH:12]=[CH:11][C:10]([CH2:13][CH2:14][CH2:15][CH:16]2[CH2:20][N:19]([CH2:21][C:22]3[CH:27]=[CH:26][C:25]([C:28]([F:29])([F:30])[F:31])=[CH:24][CH:23]=3)[C:18](=[O:32])[N:17]2[CH3:33])=[CH:9][CH:8]=1)[CH3:2]. Procedure details: A mixture of 2-methyl-3-(4-{3-[3-methyl-2-oxo-1-(4-trifluoromethyl-benzyl)-imidazolidin-4-yl]-propenyl}-phenyl)-2-phenoxy-propionic acid ethyl ester (0.069 g, 0.119 mmol) and 10% Pd/C (70 mg) in EtOAc (50 mL) is purged with N2 then H2 and then stirred under a H2 balloon at room temperature for 2 h. The reaction mixture is filtered through hyflo and the solvent removed in vacuo to afford 0.069 g (100%) 2-methyl-3-(4-{3-[3-methyl-2-oxo-1-(4-trifluoromethyl-benzyl)-imidazolidin-4-yl]-propyl}-phenyl... The reactants are CC(=O)C1=CC(=C(C=C1)OCC2=CC=CC=C2)[N+](=O)[O-] (4-benzyloxy-3-nitroacetophenone), BrBr (bromine), CC#N (CH3CN), C(C)(=O)C1=CC=CC=C1 (acetophenone). The solvent is CO (MeOH), C(Cl)(Cl)Cl (chloroform). The product is epoxide, BrCC(=O)C1=CC=CC=C1 (α-bromoacetophenone). Reaction SMILES: [CH3:1][C:2]([C:4]1[CH:9]=[CH:8][C:7](OCC2C=CC=CC=2)=[C:6]([N+]([O-])=O)[CH:5]=1)=[O:3].C(C1C=CC=CC=1)(=O)C.[Br:30]Br.CC#N>C(Cl)(Cl)Cl.CO>[Br:30][CH2:1][C:2]([C:4]1[CH:9]=[CH:8][CH:7]=[CH:6][CH:5]=1)=[O:3]. Reported procedure: The optically pure epoxide 1 is prepared from commercially available 4-benzyloxy-3-nitroacetophenone. Thus, the acetophenone may be brominated with bromine in an inert organic solvent such as CH3CN, MeOH or chloroform to give the α-bromoacetophenone. The bromoacetophenone is then reduced with a borane reducing agent such as BH3THF or BH3Me2S in the presence of a chiral oxazaborolidine catalyst to give the optically active bromohydrin by extraction from aqueous acid in excellent yield (>98%) and ...